From a dataset of the Open Reaction Database (ORD), a public repository of structured organic reaction records. describe an organic reaction: reactants, conditions, products, and yield The reactants are NNC(=S)N (thiosemicarbazide), NC=1SC(=CN1)[N+](=O)[O-] (2-amino-5-nitrothiazole), N(=O)[O-].[Na+] (sodium nitrite), Br (hydrogen bromide), C(C1=CC=CC=C1)(=O)Cl (benzoyl chloride). Solvent: N1=CC=CC=C1 (pyridine). Yields the product BrC=1SC(=CN1)[N+](=O)[O-] (2-bromo-5-nitrothiazole), C1(=CC=CC=C1)C=1N=NC(N1)=S (3-Phenyl-1,2,4-triazole-5-thione), C(C1=CC=CC=C1)(=O)NNC(=S)N (benzoyl thiosemicarbazide). RXN SMILES: N[C:2]1[S:3][C:4]([N+:7]([O-:9])=[O:8])=[CH:5][N:6]=1.N([O-])=O.[Na+].[BrH:14].[C:15](Cl)(=[O:22])[C:16]1[CH:21]=[CH:20][CH:19]=[CH:18][CH:17]=1.[NH2:24][NH:25][C:26]([NH2:28])=[S:27]>N1C=CC=CC=1>[Br:14][C:2]1[S:3][C:4]([N+:7]([O-:9])=[O:8])=[CH:5][N:6]=1.[C:16]1([C:15]2[N:24]=[N:25][C:26](=[S:27])[N:28]=2)[CH:21]=[CH:20][CH:19]=[CH:18][CH:17]=1.[C:15]([NH:24][NH:25][C:26]([NH2:28])=[S:27])(=[O:22])[C:16]1[CH:21]=[CH:20][CH:19]=[CH:18][CH:17]=1 |f:1.2|. Procedure: The starting material 2-bromo-5-nitrothiazole was prepared by treating 2-amino-5-nitrothiazole (Aldrich) with sodium nitrite and hydrogen bromide (Fr. Demande 2,015,434, 1970). 3-Phenyl-1,2,4-triazole-5-thione (E. Hogarth, J. Chem. Soc. (1949) 1163) was prepared by first reacting benzoyl chloride with thiosemicarbazide in pyridine at 0° C. to give benzoyl thiosemicarbazide. Benzoyl thiosemicarbazide was treated with potassium hydroxide in ethanol to give 3-phenyl-1,2,4-triazole-5-thione. 3-Pheny... Starting materials: [H-].[Al+3].[Li+].[H-].[H-].[H-] (lithium aluminium hydride), COC(=O)C1CN(CCN1S(=O)(=O)C)C(=O)OC(C)(C)C (4-methanesulfonyl-piperazine-1,3-dicarboxylic acid 1-tert-butyl ester 3-methyl ester), resultant mixture. Solvent: C1CCOC1 (THF), C1CCOC1 (THF). Reaction conditions: time 2.5 hour. Product: C(C)(C)(C)OC(=O)N1CC(N(CC1)S(=O)(=O)C)CO (3-hydroxymethyl-4-methanesulfonyl-piperazine-1-carboxylic acid tert-butyl ester). Isolated yield 38.7%. As a reaction SMILES: C[O:2][C:3]([CH:5]1[N:10]([S:11]([CH3:14])(=[O:13])=[O:12])[CH2:9][CH2:8][N:7]([C:15]([O:17][C:18]([CH3:21])([CH3:20])[CH3:19])=[O:16])[CH2:6]1)=O.[H-].[Al+3].[Li+].[H-].[H-].[H-]>C1COCC1>[C:18]([O:17][C:15]([N:7]1[CH2:8][CH2:9][N:10]([S:11]([CH3:14])(=[O:13])=[O:12])[CH:5]([CH2:3][OH:2])[CH2:6]1)=[O:16])([CH3:21])([CH3:20])[CH3:19] |f:1.2.3.4.5.6|. Procedure details: To a solution of 4-methanesulfonyl-piperazine-1,3-dicarboxylic acid 1-tert-butyl ester (8.4 g, crude) in DMF (50 mL) was added K2CO3 (7.5 g) and iodomethane (8.5 mL) The mixture was stirred overnight at R.T. An aqueous work-up followed by purification on silica gave 4-methanesulfonyl-piperazine-1,3-dicarboxylic acid 1-tert-butyl ester 3-methyl ester (3.267 g). A solution of 4-methanesulfonyl-piperazine-1,3-dicarboxylic acid 1-tert-butyl ester 3-methyl ester (3.2 g) in dry THF (20 mL) was added v... The reactants are ClC1=C(C=NC=2CCCCC12)C(=O)OCC (ethyl 4-chloro-5,6,7,8-tetrahydroquinoline-3-carboxylate), COC1=CC=C(C=C1)NN (4-methoxyphenylhydrazine), [OH-].[Na+] (NaOH). Solvent: C1(=CC=CC=C1)C (toluene). Product: COC1=CC=C(C=C1)N1N=C2C(=CNC=3CCCCC23)C1=O (2-(4-methoxyphenyl)-2,3,6,7,8,9-hexahydropyrazolo[4,3-c]quinolin-3(5H)-one). RXN SMILES: Cl[C:2]1[C:11]2[CH2:10][CH2:9][CH2:8][CH2:7][C:6]=2[N:5]=[CH:4][C:3]=1[C:12]([O:14]CC)=O.[CH3:17][O:18][C:19]1[CH:24]=[CH:23][C:22]([NH:25][NH2:26])=[CH:21][CH:20]=1.[OH-].[Na+]>C1(C)C=CC=CC=1>[CH3:17][O:18][C:19]1[CH:24]=[CH:23][C:22]([N:25]2[C:12](=[O:14])[C:3]3=[CH:4][NH:5][C:6]4[CH2:7][CH2:8][CH2:9][CH2:10][C:11]=4[C:2]3=[N:26]2)=[CH:21][CH:20]=1 |f:2.3|. Reported procedure: A mixture of 5.44 g of ethyl 4-chloro-5,6,7,8-tetrahydroquinoline-3-carboxylate and 3.45 g of 4-methoxyphenylhydrazine is refluxed 18 hrs in 100 ml toluene. The resulting mixture is stirred with 50 ml 1N NaOH, the layers separated, and the aqueous phase extracted twice with ether. The aqueous layer is then neutralized with aqueous ammonium chloride and filtered. The product is washed with water, and dried to give 2-(4-methoxyphenyl)-2,3,6,7,8,9-hexahydropyrazolo[4,3-c]quinolin-3(5H)-one m.p. 279... Starting materials: CCI, COC(=O)c1ccc2[nH]c3c(c2c1)CCCC3, Cl, [H-], [Na+], CN(C)C=O, O. The product is CCn1c2c(c3cc(C(=O)OC)ccc31)CCCC2. As a reaction SMILES: [CH2:18]([CH3:19])[I:20].[CH3:1][O:2][C:3](=[O:4])[c:5]1[cH:6][c:7]2[c:8]3[c:13]([nH:14][c:15]2[cH:16][cH:17]1)[CH2:12][CH2:11][CH2:10][CH2:9]3.[ClH:23].[H-:21].[Na+:22].[O:24]=[CH:25][N:26]([CH3:27])[CH3:28].[OH2:29]>>[CH3:1][O:2][C:3](=[O:4])[c:5]1[cH:6][c:7]2[c:8]3[c:13]([n:14]([CH2:18][CH3:19])[c:15]2[cH:16][cH:17]1)[CH2:12][CH2:11][CH2:10][CH2:9]3. The reactants are FC1=C(C=CC(=C1)O)N1C=2N(C(=CC1=O)C(F)(F)F)C=CN2 (8-(2-Fluoro-4-hydroxyphenyl)-7,8-dihydro-5-trifluoromethylimidazo[1,2-a]pyrimidin-7-one), CN(C)C=O (DMF), C([O-])([O-])=O.[K+].[K+] (potassium carbonate), ClCC1=C(OC(C(=O)OC)C)C=C(C=C1)C (methyl 2-(2-(chloromethyl)-5-methylphenoxy)propanoate). The solvent is O (water). Run at temperature 75 celsius, time 2 hour. Product: FC1=C(C=CC(=C1)OCC1=C(C=C(C=C1)C)OCCC(=O)OC)N1C=2N(C(=CC1=O)C(F)(F)F)C=CN2 (8-(2-fluoro-4-((4-methyl-2-(methoxycarbonyl-1-ethyloxy)phenyl)methoxy)phenyl)-7,8-dihydro-5-trifluoromethylimidazo[1,2-a]pyrimidin-7-one). Reaction SMILES: [F:1][C:2]1[CH:7]=[C:6]([OH:8])[CH:5]=[CH:4][C:3]=1[N:9]1[C:14](=[O:15])[CH:13]=[C:12]([C:16]([F:19])([F:18])[F:17])[N:11]2[CH:20]=[CH:21][N:22]=[C:10]12.CN([CH:26]=[O:27])C.[C:28](=[O:31])([O-])[O-].[K+].[K+].Cl[CH2:35][C:36]1[CH:48]=[CH:47][C:46]([CH3:49])=[CH:45][C:37]=1[O:38][CH:39](C)[C:40](OC)=O>O>[F:1][C:2]1[CH:7]=[C:6]([O:8][CH2:35][C:36]2[CH:48]=[CH:47][C:46]([CH3:49])=[CH:45][C:37]=2[O:38][CH2:39][CH2:40][C:28]([O:27][CH3:26])=[O:31])[CH:5]=[CH:4][C:3]=1[N:9]1[C:14](=[O:15])[CH:13]=[C:12]([C:16]([F:17])([F:19])[F:18])[N:11]2[CH:20]=[CH:21][N:22]=[C:10]12 |f:2.3.4|. Procedure: 8-(2-Fluoro-4-hydroxyphenyl)-7,8-dihydro-5-trifluoromethylimidazo[1,2-a]pyrimidin-7-one (200 mg) was dissolved into DMF (6 ml), which was then added with potassium carbonate (106 mg) and methyl 2-(2-(chloromethyl)-5-methylphenoxy)propanoate (155 mg), and stirred for 2 hours at 75° C. Subsequently, the mixture was added with water and extracted with diethyl ether. The organic layer was dried on magnesium sulfate followed by distilling off the solvent under reduced pressure. The thus obtained resi... Starting materials: FC1=CC=C(C=N1)NC(=O)[C@@H]1N(CCC1)C=1N=C(C2=C(N1)CCC2)NC2=NNC(=C2)C(C)C ((R)—N-(6-fluoropyridin-3-yl)-1-(4-(5-isopropyl-1H-pyrazol-3-ylamino)-6,7-dihydro-5H-cyclopenta[d]pyrimidin-2-yl)pyrrolidine-2-carboxamide), C[S-].[Na+] (sodium thiomethoxide). Run in C(C)O (ethanol). Conditions: temperature 100 celsius. Product: C(C)(C)C1=CC(=NN1)NC=1C2=C(N=C(N1)N1[C@H](CCC1)C(=O)NC=1C=NC(=CC1)SC)CCC2 ((R)-1-(4-(5-isopropyl-1H-pyrazol-3-ylamino)-6,7-dihydro-5H-cyclopenta[d]pyrimidin-2-yl)-N-(6-(methylthio)pyridin-3-yl)pyrrolidine-2-carboxamide). Yield: 4.7%. As a reaction SMILES: F[C:2]1[N:7]=[CH:6][C:5]([NH:8][C:9]([C@H:11]2[CH2:15][CH2:14][CH2:13][N:12]2[C:16]2[N:17]=[C:18]([NH:25][C:26]3[CH:30]=[C:29]([CH:31]([CH3:33])[CH3:32])[NH:28][N:27]=3)[C:19]3[CH2:24][CH2:23][CH2:22][C:20]=3[N:21]=2)=[O:10])=[CH:4][CH:3]=1.[CH3:34][S-:35].[Na+]>C(O)C>[CH:31]([C:29]1[NH:28][N:27]=[C:26]([NH:25][C:18]2[C:19]3[CH2:24][CH2:23][CH2:22][C:20]=3[N:21]=[C:16]([N:12]3[CH2:13][CH2:14][CH2:15][C@@H:11]3[C:9]([NH:8][C:5]3[CH:6]=[N:7][C:2]([S:35][CH3:34])=[CH:3][CH:4]=3)=[O:10])[N:17]=2)[CH:30]=1)([CH3:33])[CH3:32] |f:1.2|. Procedure: A suspension of (R)—N-(6-fluoropyridin-3-yl)-1-(4-(5-isopropyl-1H-pyrazol-3-ylamino)-6,7-dihydro-5H-cyclopenta[d]pyrimidin-2-yl)pyrrolidine-2-carboxamide (200 mg, 0.44 mmol) and sodium thiomethoxide (100 mg, 1.42 mmol) in ethanol (2 mL) was heated at 100° C. in a microwave for 1 h. The solvent was removed under reduced pressure and the residue was diluted with EtOAc (50 mL). The solution was washed with saturated sodium bicarbonate solution (20 mL) followed by brine (20 mL), and dried over anhyd... Reactants: CC(C)O (2-propanol), C(C)[C@H]1[C@H]2C3=CC[C@@H]([C@@]3(C)CC[C@@H]2C=2C=CC(=CC2C1)OC)O ((7α,17β)-7-ethyl-3-methoxyestra-1,3,5(10),14-tetraen-17-ol), [Li] (lithium), N (ammonia), N (ammonia). Solvent: O1CCCC1 (tetrahydrofuran). Conditions: temperature -35 celsius, time 4.5 hour. Product: C(C)[C@H]1[C@H]2C3=CC[C@@H]([C@@]3(C)CC[C@@H]2C=2CC=C(CC2C1)OC)O ((7α,17β)-7-ethyl-3-methoxyestra-2,5(10),14-trien-17-ol). RXN SMILES: [CH2:1]([C@@H:3]1[CH2:20][C:19]2[CH:18]=[C:17]([O:21][CH3:22])[CH:16]=[CH:15][C:14]=2[C@@H:13]2[C@@H:4]1[C:5]1[C@@:9]([CH2:11][CH2:12]2)([CH3:10])[C@@H:8]([OH:23])[CH2:7][CH:6]=1)[CH3:2].[Li].N.CC(O)C>O1CCCC1>[CH2:1]([C@@H:3]1[CH2:20][C:19]2[CH2:18][C:17]([O:21][CH3:22])=[CH:16][CH2:15][C:14]=2[C@@H:13]2[C@@H:4]1[C:5]1[C@@:9]([CH2:11][CH2:12]2)([CH3:10])[C@@H:8]([OH:23])[CH2:7][CH:6]=1)[CH3:2] |^1:23|. Procedure details: x)—The alcohol obtained in the previous step (1.5 g) in dry tetrahydrofuran (24 ml) was added to a refluxing solution of lithium (2.12 g) in liquid ammonia (98 ml). After 4.5 h stirring at −35° C., 2-propanol was added in 30 min. and the ammonia was allowed to evaporate. Water was added and the product was extracted into ethyl acetate. The combined organic phases were washed with brine, dried over sodium sulfate and concentrated under reduced pressure, to give (7α,17β)-7-ethyl-3-methoxyestra-2,5...